Dataset: the Open Reaction Database (ORD), a public repository of structured organic reaction records. Task: describe an organic reaction: reactants, conditions, products, and yield Reactants: CC1C(CCCC1)(C)C (trimethylcyclohexane), mixture, N#N (N2), C(CCC)N (n-butylamine), C(C)C1(CCCCC1)CC (diethylcyclohexane), stainless steel, COC([C@@H](NC(CCCCCCCCCCC)=O)CCC(=O)OC)=O (N-lauroyl-L-glutamic acid dimethyl ester), CC1(CCCCC1)CC (methylethylcyclohexane). Solvent: CO (methanol), C1CCCCC1 (cyclohexane). The product is C(CCC)N(C([C@@H](NC(CCCCCCCCCCC)=O)CCC(=O)O)=O)CCCC (N-lauroyl-L-glutamic acid di-n-butylamide), C(CCC)N (nBuNH2). As a reaction SMILES: CO[C:3](=[O:25])[C@H:4]([CH2:19][CH2:20][C:21]([O:23]C)=[O:22])[NH:5][C:6](=[O:18])[CH2:7][CH2:8][CH2:9][CH2:10][CH2:11][CH2:12][CH2:13][CH2:14][CH2:15][CH2:16][CH3:17].C[CH:27]1[CH2:32][CH2:31][CH2:30]CC1(C)C.CC1(CC)CCCCC1.C(C1(CC)CCCCC1)C.N#N.[CH2:56]([NH2:60])[CH2:57][CH2:58][CH3:59]>CO.C1CCCCC1>[CH2:56]([N:60]([CH2:30][CH2:31][CH2:32][CH3:27])[C:3](=[O:25])[C@H:4]([CH2:19][CH2:20][C:21]([OH:23])=[O:22])[NH:5][C:6](=[O:18])[CH2:7][CH2:8][CH2:9][CH2:10][CH2:11][CH2:12][CH2:13][CH2:14][CH2:15][CH2:16][CH3:17])[CH2:57][CH2:58][CH3:59].[CH2:4]([NH2:5])[CH2:19][CH2:20][CH3:21]. Procedure details: In a 1 I Quickfit flask with a glass-jacketed thermosensor, gas inlet, stainless steel anchor stirrer and heatable (67°-70° C.) pre-column with an attached Claisen bridge and subsequent cold trap, 110 g of N-lauroyl-L-glutamic acid dimethyl ester (LGA-DME) and 100 g of a mixture of cyclohexane derivatives (trimethylcyclohexane, methylethylcyclohexane and diethylcyclohexane in an approximate ratio of 45:25:10) are initially introduced under a gentle stream of N2. 110 g of n-butylamine are metered... As a reaction SMILES: [CH:1](=[CH2:2])[O:3][CH2:4][CH2:5][OH:6].[O:38]1[CH2:39][CH2:40][CH2:41][CH2:42]1.[OH:26][N:27]1[C:28](=[O:37])[c:29]2[c:30]([cH:33][cH:34][cH:35][cH:36]2)[C:31]1=[O:32].[c:7]1([P:8]([c:9]2[cH:10][cH:11][cH:12][cH:13][cH:14]2)[c:15]2[cH:16][cH:17][cH:18][cH:19][cH:20]2)[cH:21][cH:22][cH:23][cH:24][cH:25]1>>[CH:1](=[CH2:2])[O:3][CH2:4][CH2:5][O:6][N:27]1[C:28](=[O:37])[c:29]2[c:30]([cH:33][cH:34][cH:35][cH:36]2)[C:31]1=[O:32]. Product: C=COCCON1C(=O)c2ccccc2C1=O. Starting materials: C=COCCO, C1CCOC1, O=C1c2ccccc2C(=O)N1O, c1ccc(P(c2ccccc2)c2ccccc2)cc1. The reactants are [Ag], CC1OC(C)C(O)C1O, [Na+], [OH-], O. The product is CC1OC(C)C(O)C1=O. As a reaction SMILES: [Ag:12].[CH3:1][CH:2]1[O:3][CH:4]([CH3:9])[CH:5]([OH:8])[CH:6]1[OH:7].[Na+:11].[OH-:10].[OH2:13]>>[CH3:1][CH:2]1[O:3][CH:4]([CH3:9])[CH:5]([OH:8])[C:6]1=[O:7].